From a dataset of the Open Reaction Database (ORD), a public repository of structured organic reaction records. describe an organic reaction: reactants, conditions, products, and yield The reactants are C(C(O)(C1=CC=CC=C1)C1=CC=CC=C1)(=O)OC (methyl benzilate), C(C1=CC=CC=C1)N1CC(CC1)O (1-benzyl-3-pyrrolidinol). Reagents/catalysts: [H-].[Na+] (sodium hydride). Run in CCCCCCC (n-heptane). Product: C(C1=CC=CC=C1)N1CC(CC1)OC(C(O)(C1=CC=CC=C1)C1=CC=CC=C1)=O (1-benzyl-3-(2,2-diphenyl-2-hydroxyacetoxy)pyrrolidine). The yield is 101.5%. RXN SMILES: [C:1]([O:17][CH3:18])(=[O:16])[C:2]([C:10]1[CH:15]=[CH:14][CH:13]=[CH:12][CH:11]=1)([C:4]1[CH:9]=[CH:8][CH:7]=[CH:6][CH:5]=1)[OH:3].[CH2:19]([N:26]1[CH2:30]C[CH:28](O)[CH2:27]1)[C:20]1[CH:25]=[CH:24][CH:23]=[CH:22][CH:21]=1>CCCCCCC.[H-].[Na+]>[CH2:19]([N:26]1[CH2:27][CH2:28][CH:18]([O:17][C:1](=[O:16])[C:2]([C:10]2[CH:11]=[CH:12][CH:13]=[CH:14][CH:15]=2)([C:4]2[CH:9]=[CH:8][CH:7]=[CH:6][CH:5]=2)[OH:3])[CH2:30]1)[C:20]1[CH:25]=[CH:24][CH:23]=[CH:22][CH:21]=1 |f:3.4|. Procedure: To a solution of 12 g methyl benzilate and 8.2 g 1-benzyl-3-pyrrolidinol in 200 ml n-heptane is added 100 mg sodium hydride and the mixture refluxed for 4 hours, separating the methanol formed in a Dean-Stark separator. The cooled organic phase is washed with water and then extracted with 2N HCl. The aqueous phase is made alkaline with solid K2CO3 and extracted with ether to give 1-benzyl-3-(2,2-diphenyl-2-hydroxyacetoxy)pyrrolidine as an oil (18.2 g). The reactants are BrC1=C(C(=CC=C1)[N+](=O)[O-])F (1-bromo-2-fluoro-3-nitrobenzene), C(C1=CC=CC=C1)[B-](F)(F)F.[K+] (potassium benzyltrifluoroborate), C(=O)([O-])[O-].[Cs+].[Cs+] (Cs2CO3). The reagents and catalysts are C1=CC=C(C=C1)P([C-]2C=CC=C2)C3=CC=CC=C3.C1=CC=C(C=C1)P([C-]2C=CC=C2)C3=CC=CC=C3.Cl[Pd]Cl.[Fe+2] ([1,1′-bis(diphenylphosphino)ferrocene]palladium(II) dichloride). Solvent: O1CCOCC1.O (dioxane H2O), O (H2O). Reaction conditions: temperature 100 celsius. Product: C(C1=CC=CC=C1)C1=C(C(=CC=C1)[N+](=O)[O-])F (1-Benzyl-2-fluoro-3-nitro-benzene). Yield: 62.5%. As a reaction SMILES: Br[C:2]1[CH:7]=[CH:6][CH:5]=[C:4]([N+:8]([O-:10])=[O:9])[C:3]=1[F:11].[CH2:12]([B-](F)(F)F)[C:13]1[CH:18]=[CH:17][CH:16]=[CH:15][CH:14]=1.[K+].C([O-])([O-])=O.[Cs+].[Cs+]>O1CCOCC1.O.O.C1C=CC(P(C2C=CC=CC=2)[C-]2C=CC=C2)=CC=1.C1C=CC(P(C2C=CC=CC=2)[C-]2C=CC=C2)=CC=1.Cl[Pd]Cl.[Fe+2]>[CH2:12]([C:2]1[CH:7]=[CH:6][CH:5]=[C:4]([N+:8]([O-:10])=[O:9])[C:3]=1[F:11])[C:13]1[CH:18]=[CH:17][CH:16]=[CH:15][CH:14]=1 |f:1.2,3.4.5,6.7,9.10.11.12|. Procedure: To a mixture 1-bromo-2-fluoro-3-nitrobenzene (800 mg, 3.6 mmol), potassium benzyltrifluoroborate (2.2 g, 10.9 mmol) and Cs2CO3 (3.6 g, 10.9 mmol) in dioxane/H2O (10:1, 18 mL) was added [1,1′-bis(diphenylphosphino)ferrocene]palladium(II) dichloride (60 mg, 2 mol %) and the mixture was heated to 100° C. for 8 h. The mixture was cooled to RT, diluted with H2O and extracted with EtOAc. The combined extracts were washed with H2O, brine, dried over Na2SO4, filtered and concentrated. The residue was pu... Reactants: COC(=O)Cc1ccccc1Br, CC(C)=O, [K+], [K+], O=C([O-])[O-], Oc1ccccc1, Cc1cc(C=O)ccc1O. The product is COC(=O)Cc1ccccc1Oc1ccc(C=O)cc1C. RXN SMILES: [Br:28][c:29]1[c:30]([CH2:35][C:36](=[O:37])[O:38][CH3:39])[cH:31][cH:32][cH:33][cH:34]1.[CH3:7][C:8](=[O:9])[CH3:10].[K+:1].[K+:2].[O-:3][C:4]([O-:5])=[O:6].[OH:11][c:12]1[cH:13][cH:14][cH:15][cH:16][cH:17]1.[OH:18][c:19]1[c:20]([CH3:27])[cH:21][c:22]([CH:23]=[O:24])[cH:25][cH:26]1>>[O:18]([c:19]1[c:20]([CH3:27])[cH:21][c:22]([CH:23]=[O:24])[cH:25][cH:26]1)[c:29]1[c:30]([CH2:35][C:36](=[O:37])[O:38][CH3:39])[cH:31][cH:32][cH:33][cH:34]1. Starting materials: hydrochloride salt, C([O-])([O-])=O.[Na+].[Na+] (sodium carbonate), COC(=O)[C@H]1N(CC=2C=C3O[C@H](C(N(C3=CC2C1)C)=O)C1=CC=C(C=C1)OCC1=CC(=C(C=C1)Cl)Cl)C(=O)OC(C)(C)C ((3S,7S)-3-[4-(3,4-dichloro-benzyloxy)-phenyl]-1-methyl-2-oxo-1,2,3,5,7,8-hexahydro-4-oxa-1,6-diaza-anthracene-6,7-dicarboxylic acid 6-tert-butyl ester 7-methyl ester). The solvent is CCOC(=O)C (EtOAc). The product is COC(=O)[C@H]1NCC=2C=C3O[C@H](C(N(C3=CC2C1)C)=O)C1=CC=C(C=C1)OCC1=CC(=C(C=C1)Cl)Cl ((3S,7S)-3-[4-(3,4-Dichloro-benzyloxy)-phenyl]-1-methyl-2-oxo-2,3,5,6,7,8-hexahydro-1H-4-oxa-1,6-diaza-anthracene-7-carboxylic acid methyl ester). Yield: 96.3%. Reaction SMILES: [CH3:1][O:2][C:3]([C@@H:5]1[CH2:18][C:17]2[CH:16]=[C:15]3[C:10]([O:11][C@@H:12]([C:21]4[CH:26]=[CH:25][C:24]([O:27][CH2:28][C:29]5[CH:34]=[CH:33][C:32]([Cl:35])=[C:31]([Cl:36])[CH:30]=5)=[CH:23][CH:22]=4)[C:13](=[O:20])[N:14]3[CH3:19])=[CH:9][C:8]=2[CH2:7][N:6]1C(OC(C)(C)C)=O)=[O:4].C(=O)([O-])[O-].[Na+].[Na+]>CCOC(C)=O>[CH3:1][O:2][C:3]([C@@H:5]1[CH2:18][C:17]2[CH:16]=[C:15]3[C:10]([O:11][C@@H:12]([C:21]4[CH:22]=[CH:23][C:24]([O:27][CH2:28][C:29]5[CH:34]=[CH:33][C:32]([Cl:35])=[C:31]([Cl:36])[CH:30]=5)=[CH:25][CH:26]=4)[C:13](=[O:20])[N:14]3[CH3:19])=[CH:9][C:8]=2[CH2:7][NH:6]1)=[O:4] |f:1.2.3|. Procedure details: (3S,7S)-3-[4-(3,4-dichloro-benzyloxy)-phenyl]-1-methyl-2-oxo-1,2,3,5,7,8-hexahydro-4-oxa-1,6-diaza-anthracene-6,7-dicarboxylic acid 6-tert-butyl ester 7-methyl ester (4.2 g) was deprotected following general procedure C. The hydrochloride salt was treated with 10% sodium carbonate and EtOAc. The aqueous layer was washed with EtOAc and the organic layers combined. The organic layers were dried over sodium sulfate and concentrated to provide (3S,7S)-3-[4-(3,4-Dichloro-benzyloxy)-phenyl]-1-methyl-2... Starting materials: Brc1ccc(Br)nc1, Cc1ccccc1, [K+], [OH-], OCc1ccccc1. Yields the product Brc1ccc(OCc2ccccc2)nc1. RXN SMILES: [Br:1][c:2]1[n:3][cH:4][c:5]([Br:8])[cH:6][cH:7]1.[CH3:19][c:20]1[cH:21][cH:22][cH:23][cH:24][cH:25]1.[K+:18].[OH-:17].[OH:9][CH2:10][c:11]1[cH:12][cH:13][cH:14][cH:15][cH:16]1>>[c:2]1([O:9][CH2:10][c:11]2[cH:12][cH:13][cH:14][cH:15][cH:16]2)[n:3][cH:4][c:5]([Br:8])[cH:6][cH:7]1. Starting materials: C(CC)OC1CC([NH+](C(C1)(C)C)[O-])(C)C (4-propoxy-2,2,6,6-tetramethylpiperidine N-oxide), C(C(C)(C)C)(=O)Cl (pivaloyl chloride). Reagents/catalysts: [Pt] (platinum). Run in O (water), C1(=CC=CC=C1)C (toluene). Reaction conditions: time 1 hour. Yields the product CC(C(=O)ON1C(CC(CC1(C)C)OCCC)(C)C)(C)C (2,2,6,6-Tetramethyl-4-propoxypiperidin-1-yl 2,2-dimethylpropionate). As a reaction SMILES: [CH2:1]([O:4][CH:5]1[CH2:10][C:9]([CH3:12])([CH3:11])[NH+:8]([O-:13])[C:7]([CH3:15])([CH3:14])[CH2:6]1)[CH2:2][CH3:3].[C:16](Cl)(=[O:21])[C:17]([CH3:20])([CH3:19])[CH3:18]>C1(C)C=CC=CC=1.O.[Pt]>[CH3:18][C:17]([CH3:20])([CH3:19])[C:16]([O:13][N:8]1[C:7]([CH3:14])([CH3:15])[CH2:6][CH:5]([O:4][CH2:1][CH2:2][CH3:3])[CH2:10][C:9]1([CH3:12])[CH3:11])=[O:21]. Reported procedure: 21.4 g (0.1 mol) of 4-propoxy-2,2,6,6-tetramethylpiperidine N-oxide (for preparation, see DE-A4 219 459) are hydrogenated to saturation at 4 bar in 20 ml of toluene using 0.05 g of platinum (10% on carbon). The catalyst is filtered off and 13 g (0.108 mol) of pivaloyl chloride are slowly added dropwise to the colourless filtrate under nitrogen. After the slightly exothermic reaction has abated, the mixture is stirred for another 1 hour at room temperature and diluted with 20 ml of water. The org... Reactants: ClC1=CC=C(C=C1)CC(C(C(CC)C)=O)N1CNCC1 (1-(4-chloro-phenyl)-2-imidazolidin-1-yl-4-methyl-hexan-3-one), BrCCC=C1C2=C(OCC3=C1C=CC=N3)C=CC(=C2)C(C)(C)O (2-[5-(3-bromo-propylidene)-5,11-dihydro-10-oxa-1-aza-dibenzo[a,d]cyclohepten-7-yl]-propan-2-ol). Solvent: C(C)(C)O (isopropanol). Run at temperature 77 celsius, time 16 hour. Product: ClC1=CC=C(C=C1)CC(C(C(CC)C)=O)N1CN(CC1)CCC=C1C2=C(OCC3=C1C=CC=N3)C=CC(=C2)C(C)(C)O (1-(4-chloro-phenyl)-2-(3-{3-[7-(1-hydroxy-1-methyl-ethyl)-11H-10-oxa-1-aza-dibenzo[a,d]cyclohepten-5-ylidene]-propyl}-imidazolidin-1-yl)-4-methyl-hexan-3-one). The yield is 49.1%. As a reaction SMILES: [Cl:1][C:2]1[CH:7]=[CH:6][C:5]([CH2:8][CH:9]([N:16]2[CH2:20][CH2:19][NH:18][CH2:17]2)[C:10](=[O:15])[CH:11]([CH3:14])[CH2:12][CH3:13])=[CH:4][CH:3]=1.Br[CH2:22][CH2:23][CH:24]=[C:25]1[C:31]2[CH:32]=[CH:33][CH:34]=[N:35][C:30]=2[CH2:29][O:28][C:27]2[CH:36]=[CH:37][C:38]([C:40]([OH:43])([CH3:42])[CH3:41])=[CH:39][C:26]1=2>C(O)(C)C>[Cl:1][C:2]1[CH:7]=[CH:6][C:5]([CH2:8][CH:9]([N:16]2[CH2:20][CH2:19][N:18]([CH2:22][CH2:23][CH:24]=[C:25]3[C:31]4[CH:32]=[CH:33][CH:34]=[N:35][C:30]=4[CH2:29][O:28][C:27]4[CH:36]=[CH:37][C:38]([C:40]([OH:43])([CH3:42])[CH3:41])=[CH:39][C:26]3=4)[CH2:17]2)[C:10](=[O:15])[CH:11]([CH3:14])[CH2:12][CH3:13])=[CH:4][CH:3]=1. Procedure: To a heated (77° C.) stirring solution of 1-(4-chloro-phenyl)-2-imidazolidin-1-yl-4-methyl-hexan-3-one (110 mg, 0.374 mmol), 2,6-lutidiene (130_L, 11.229 mmol) and 5 mL isopropanol was added 2-[5-(3-bromo-propylidene)-5,11-dihydro-10-oxa-1-aza-dibenzo[a,d]cyclohepten-7-yl]-propan-2-ol (70 mg, 0.187 mmol) portion-wise over a 30 minute period. The resulting solution was monitored using thin layer chromatography and allowed to stir at 77° C. for 16 hours. The solution was concentrated in vacuo at 3... Reactants: C(C1=CC=CC=C1)(=O)CCCCCC(=O)[C-]1C=CC=C1.[CH-]1C=CC=C1.[Fe+2] (6-Benzoylhexanoylferrocene), [OH-].[Na+] (sodium hydroxide). Run in C(C)O (ethanol). Conditions: time 16 hour. Product: [C-]1(C=CC=C1)C(=O)C1C(CCCC1)(C1=CC=CC=C1)O.[CH-]1C=CC=C1.[Fe+2] (1-Ferrocenoyl-2-hydroxy-2-phenylcyclohexane). As a reaction SMILES: [C:1]([CH2:9][CH2:10][CH2:11][CH2:12][CH2:13][C:14]([C-:16]1[CH:20]=[CH:19][CH:18]=[CH:17]1)=[O:15])(=[O:8])[C:2]1[CH:7]=[CH:6][CH:5]=[CH:4][CH:3]=1.[CH-:21]1[CH:25]=[CH:24][CH:23]=[CH:22]1.[Fe+2:26].[OH-].[Na+]>C(O)C>[C-:16]1([C:14]([CH:13]2[CH2:12][CH2:11][CH2:10][CH2:9][C:1]2([OH:8])[C:2]2[CH:7]=[CH:6][CH:5]=[CH:4][CH:3]=2)=[O:15])[CH:17]=[CH:18][CH:19]=[CH:20]1.[CH-:21]1[CH:25]=[CH:24][CH:23]=[CH:22]1.[Fe+2:26] |f:0.1.2,3.4,6.7.8|. Reported procedure: 6-Benzoylhexanoylferrocene [2.91g; 7.5 mmole] was dissolved in a solution of sodium hydroxide [0.3g; 7.5 mmole] in ethanol [100 ml] and stirred at room temperature for 16 hours. Reactants: CC1([C@@H](CC1=C(C)C)CO)C ([(R)-(−)-2,2-dimethyl-3-(1-methylethylidene)cyclobutyl]methanol), C(C(=O)Cl)(=O)Cl (oxalyl chloride), C[C@H](C(=O)O)CC ((S)-2-methylbutanoic acid). The product is C[C@H](C(=O)OC[C@H]1C(C(C1)=C(C)C)(C)C)CC ([(R)-2,2-dimethyl-3-(1-methylethylidene)cyclobutyl]methyl (S)-2-methylbutanoate). Reaction SMILES: [CH3:1][C:2]1([CH3:11])[C:5](=[C:6]([CH3:8])[CH3:7])[CH2:4][C@H:3]1[CH2:9][OH:10].C(Cl)(=O)C(Cl)=O.[CH3:18][C@@H:19]([CH2:23][CH3:24])[C:20](O)=[O:21]>>[CH3:18][C@@H:19]([CH2:23][CH3:24])[C:20]([O:10][CH2:9][C@@H:3]1[CH2:4][C:5](=[C:6]([CH3:7])[CH3:8])[C:2]1([CH3:11])[CH3:1])=[O:21]. Procedure: A method for making [(R)-2,2-dimethyl-3-(1-methylethylidene)cyclobutyl]methyl (S)-2-methylbutanoate (2), said method comprising (or consisting essentially of or consisting of) reacting (1R,3S)-3-acetyl-2,2-dimethylcyclobutanecarboxylic acid [(cis)-pinononic acid] with methyl magnesium chloride to form (1R,3S)-3-(1-hydroxy-1-methylethyl)-2,2-dimethylcyclobutanecarboxylic acid (3) or reacting (1R,3S)-3-acetyl-2,2-dimethylcyclobutanecarboxylic acid [(cis)-pinononic acid] with methyl lithium, and th... Starting materials: C(C1=CC=CC=C1)OCCCCCC=C[C@@H]1CC[C@H](CC1)C1=C(C(=CC=C1)F)F (1-[trans-4-(7-benzyloxy-1-heptenyl)cyclohexyl]-2,3-difluorobenzene), Pd--C. Solvent: C(C)O (ethanol). Conditions: time 2 day. Yields the product OCCCCCCC[C@@H]1CC[C@H](CC1)C1=C(C(=CC=C1)F)F (1-[trans-4-(7-hydroxyheptyl)cyclohexyl]-2,3-difluorobenzene). The yield is 69.1%. As a reaction SMILES: C([O:8][CH2:9][CH2:10][CH2:11][CH2:12][CH2:13][CH:14]=[CH:15][C@H:16]1[CH2:21][CH2:20][C@H:19]([C:22]2[CH:27]=[CH:26][CH:25]=[C:24]([F:28])[C:23]=2[F:29])[CH2:18][CH2:17]1)C1C=CC=CC=1>C(O)C>[OH:8][CH2:9][CH2:10][CH2:11][CH2:12][CH2:13][CH2:14][CH2:15][C@H:16]1[CH2:17][CH2:18][C@H:19]([C:22]2[CH:27]=[CH:26][CH:25]=[C:24]([F:28])[C:23]=2[F:29])[CH2:20][CH2:21]1. Procedure details: First, 6.5 g of 1-[trans-4-(7-benzyloxy-1-heptenyl)cyclohexyl]-2,3-difluorobenzene, 1 g of 10% Pd--C, and 50 ml of ethanol were placed in a 300 ml autoclave. The mixture was stirred at room temperature for 2 days under a hydrogen pressure of 10 kg/cm2. A catalyst was filtered away and a filtrate was concentrated. Thereafter, the residue was purified by silica gel column chromatography (eluent: toluene/ethyl acetate=3/1) and recrystallized from hexane to obtain 3.5 g of 1-[trans-4-(7-hydroxyhepty...